Dataset: the Open Reaction Database (ORD), a public repository of structured organic reaction records. Task: describe an organic reaction: reactants, conditions, products, and yield The reactants are C(C)(C)(C)OC(NC1(COC(OC1)(C)C)C#C)=O (tert-butyl-5-ethynyl-2,2-dimethyl-1,3-dioxan-5-ylcarbamate), IC=1C=C2CN(CC2=CC1)C(C1=CC=CC=C1)(C1=CC=CC=C1)C1=CC=CC=C1 (5-iodo-2-tritylisoindoline), C#CCCCCCC (1-octyne), C12(CC3CC(CC(C1)C3)C2)C2=C(C=CC(=C2)I)OC(C)C (2-(1-Admantanyl)-4-iodo-1-isopropoxybenzene). Product: C(C)(C)(C)OC(NC1(COC(OC1)(C)C)C#CC1=CC(=C(C=C1)OC(C)C)C12CC3CC(CC(C1)C3)C2)=O (tert-Butyl-5-((3-1-admantanyl-4-isopropoxyphenyl)ethynyl)-2,2-dimethyl-1,3-dioxan-5-ylcarbamate). Yield: 58.0%. Reaction SMILES: [C:1]([O:5][C:6](=[O:18])[NH:7][C:8]1([C:16]#[CH:17])[CH2:13][O:12][C:11]([CH3:15])([CH3:14])[O:10][CH2:9]1)([CH3:4])([CH3:3])[CH3:2].C#CCCCCCC.[C:27]12([C:37]3[CH:42]=[C:41](I)[CH:40]=[CH:39][C:38]=3[O:44][CH:45]([CH3:47])[CH3:46])[CH2:36][CH:31]3[CH2:32][CH:33]([CH2:35][CH:29]([CH2:30]3)[CH2:28]1)[CH2:34]2.IC1C=C2C(=CC=1)CN(C(C1C=CC=CC=1)(C1C=CC=CC=1)C1C=CC=CC=1)C2>>[C:1]([O:5][C:6](=[O:18])[NH:7][C:8]1([C:16]#[C:17][C:41]2[CH:40]=[CH:39][C:38]([O:44][CH:45]([CH3:47])[CH3:46])=[C:37]([C:27]34[CH2:36][CH:31]5[CH2:32][CH:33]([CH2:35][CH:29]([CH2:30]5)[CH2:28]3)[CH2:34]4)[CH:42]=2)[CH2:13][O:12][C:11]([CH3:15])([CH3:14])[O:10][CH2:9]1)([CH3:4])([CH3:3])[CH3:2]. Reported procedure: When tert-butyl-5-ethynyl-2,2-dimethyl-1,3-dioxan-5-ylcarbamate was substituted for 1-octyne and the product of Step A was substituted for 5-iodo-2-tritylisoindoline in Example 2, Step D, the similar process afforded the title compound in 58% yield, as pale paste. 1H-NMR (CDCl3) 1.35 (d, 6H, J=6.01 Hz); 1.43 (s, 3H); 1.47 (s, 9H); 1.48 (s, 3H); 1.74 (s, 6H); 2.06 (s, 9H); 3.99 (d, 2H, J=11.45 Hz); 4.08 (d, 2H, J=11.51 Hz); 4.59-4.64 (m, 1H); 5.17 (broad s, 1H); 6.72 (d, 1H, J=8.61 Hz); 7.21 (dd,... Reactants: S(=O)(Cl)Cl (thionyl chloride), FC(C=1NCC(CN1)O)(F)F (2-Trifluoromethyl-5-hydroxy-1,4,5,6-tetrahydropyrimidine), C(C)(=O)O (acetic acid), hydrochloride salt. The solvent is C(C)O (ethanol). Product: Cl.C(C)(=O)OC1CN=C(NC1)C(F)(F)F (5-Acetoxy-2-trifluoromethyl-1,4,5,6-tetrahydropyrimidine HCl). Isolated yield 0.8%. RXN SMILES: [F:1][C:2]([F:11])([F:10])[C:3]1[NH:4][CH2:5][CH:6]([OH:9])[CH2:7][N:8]=1.S(Cl)([Cl:14])=O.[C:16](O)(=[O:18])[CH3:17]>C(O)C>[ClH:14].[C:16]([O:9][CH:6]1[CH2:5][NH:4][C:3]([C:2]([F:1])([F:10])[F:11])=[N:8][CH2:7]1)(=[O:18])[CH3:17] |f:4.5|. Procedure details: 2-Trifluoromethyl-5-hydroxy-1,4,5,6-tetrahydropyrimidine (111 mmol) was dissolved in glacial acetic acid (100 ml) with stirring, and thionyl chloride (8.1 ml, 111 mmol) was added dropwise. The resulting solution was refluxed 19 hours, then evaporated to dryness in vacuo. The residue was taken up in water (50 ml), the pH adjusted to 9 (sat. Na2CO3), and extracted with chloroform. The chloroform was dried (MgSO4) and evaporated in vacuo to 2 g (90%) crude product as a clear red oil identified by 4... Yields the product C(C)N1C(=CC(C2=CC3=C(C(=C12)CCC)OC(=CC3=O)C(=O)[O-])=O)C(=O)[O-].[Ca+2] (Calcium 9-ethyl-6,9-dihydro-4,6-dioxo-10-propyl-4H-pyrano-[3,2-g]-quinoline-2,8-dicarboxylate). Run in O (water), O (water). Reaction SMILES: [CH2:1]([N:3]1[C:12]2[C:7](=[CH:8][C:9]3[C:19](=[O:20])[CH:18]=[C:17]([C:21]([O-:23])=[O:22])[O:16][C:10]=3[C:11]=2[CH2:13][CH2:14][CH3:15])[C:6](=[O:24])[CH:5]=[C:4]1[C:25]([O-:27])=[O:26])[CH3:2].[Na+].[Na+].[N+]([O-])([O-])=O.[Ca+2:34].[N+]([O-])([O-])=O>O>[CH2:1]([N:3]1[C:12]2[C:7](=[CH:8][C:9]3[C:19](=[O:20])[CH:18]=[C:17]([C:21]([O-:23])=[O:22])[O:16][C:10]=3[C:11]=2[CH2:13][CH2:14][CH3:15])[C:6](=[O:24])[CH:5]=[C:4]1[C:25]([O-:27])=[O:26])[CH3:2].[Ca+2:34] |f:0.1.2,3.4.5,7.8|. Conditions: time 2 hour. Starting materials: C(C)N1C(=CC(C2=CC3=C(C(=C12)CCC)OC(=CC3=O)C(=O)[O-])=O)C(=O)[O-].[Na+].[Na+] (disodium 9-ethyl-6,9-dihydro-4,6-dioxo-10-propyl-4H-pyrano-[3,2-g]-quinoline-2,8-dicarboxylate), [N+](=O)([O-])[O-].[Ca+2].[N+](=O)([O-])[O-] (calcium nitrate). Yield: 98.7%. Procedure details: A filtered solution of disodium 9-ethyl-6,9-dihydro-4,6-dioxo-10-propyl-4H-pyrano-[3,2-g]-quinoline-2,8-dicarboxylate (75 g) in water (500 ml) was treated with a filtered solution of calcium nitrate (77 g) in water (500 ml). The mixture was stirred (2 hours) and then filtered. The solid obtained was washed with water and acetone, slurried first with water and then reslurried with acetone (500 ml). The solid was filtered off and dried in vacuo at 65° C. to give the title compound (73 g, contains ...